This data is from the Open Reaction Database (ORD), a public repository of structured organic reaction records. The task is: describe an organic reaction: reactants, conditions, products, and yield Reactants: C(C)#N (acetonitrile), Cl.CON (O-methylhydroxylamine hydrochloride), C(C1=CC=CC=C1)N(C(C1=CC=CC=C1)=O)C1C(OCC1)O (N-benzyl-N-(2-hydroxyoxolan-3-yl)benzamide). Solvent: O (water), C(C)(=O)OCC (ethyl acetate), CCCCCC (hexane), O (water). Run at time 0.5 hour. Yields the product C(C1=CC=CC=C1)N(C(C1=CC=C(C=C1)C)=O)C(C=NOC)CCO (N-benzyl-N-(4-hydroxy-1-(methoxyimino)butan-2-yl)-4-methylbenzamide). As a reaction SMILES: [C:1](#N)C.Cl.[CH3:5][O:6][NH2:7].[CH2:8]([N:15]([CH:24]1[CH2:28][CH2:27][O:26][CH:25]1O)[C:16](=[O:23])[C:17]1[CH:22]=[CH:21][CH:20]=[CH:19][CH:18]=1)[C:9]1[CH:14]=[CH:13][CH:12]=[CH:11][CH:10]=1>O.C(OCC)(=O)C.CCCCCC>[CH2:8]([N:15]([CH:24]([CH2:28][CH2:27][OH:26])[CH:25]=[N:7][O:6][CH3:5])[C:16](=[O:23])[C:17]1[CH:22]=[CH:21][C:20]([CH3:1])=[CH:19][CH:18]=1)[C:9]1[CH:14]=[CH:13][CH:12]=[CH:11][CH:10]=1 |f:1.2|. Reported procedure: 1.2 mL of acetonitrile, 0.6 mL of water and 0.1 g of O-methylhydroxylamine hydrochloride were added to 0.2 g of N-benzyl-N-(2-hydroxyoxolan-3-yl)benzamide, and the obtained mixture was then stirred at room temperature for 0.5 hours. The reaction mixture was then left at rest for 11 hours. Thereafter, hexane, ethyl acetate and water were added to the reaction mixture, and the water layer was then removed. The organic layer was successively washed with water and a saturated sodium chloride aqueous... The reactants are CCO, [K+], [OH-], CCOC(=O)CCN(C=O)Cc1cccs1. Product: O=CN(CCC(=O)O)Cc1cccs1. Reaction SMILES: [CH3:19][CH2:20][OH:21].[K+:18].[OH-:17].[s:1]1[c:2]([CH2:6][N:7]([CH2:8][CH2:9][C:10](=[O:11])[O:12][CH2:13][CH3:14])[CH:15]=[O:16])[cH:3][cH:4][cH:5]1>>[s:1]1[c:2]([CH2:6][N:7]([CH2:8][CH2:9][C:10](=[O:11])[OH:12])[CH:15]=[O:16])[cH:3][cH:4][cH:5]1. Starting materials: C1(CCCCC1)NC1CCCCC1 (dicyclohexylamine), salt, Cl (hydrogen chloride), C1(CCCCC1)NC1CCCCC1.SCCC(=O)N1C(CCC2=CC=CC=C12)C(=O)O ((±)-1,2,3,4-tetrahydro-1-(3-mercapto-1-oxopropyl)-2-quinolinecarboxylic acid dicyclohexylamine salt), C(C)#N (acetonitrile). The solvent is CC(C)O (2-propanol), CC(C)O (2-propanol), CC(C)O (2-propanol), CC(=O)C (acetone). The product is SCCC(=O)N1C(CCC2=CC=CC=C12)C(=O)O ((±)-1,2,3,4-tetrahydro-1-(3-mercapto-1-oxopropyl)-2-quinolinecarboxylic acid). RXN SMILES: C1(NC2CCCCC2)CCCCC1.C1(NC2CCCCC2)CCCCC1.[SH:27][CH2:28][CH2:29][C:30]([N:32]1[C:41]2[C:36](=[CH:37][CH:38]=[CH:39][CH:40]=2)[CH2:35][CH2:34][CH:33]1[C:42]([OH:44])=[O:43])=[O:31].C(#N)C.Cl>CC(C)=O.CC(O)C>[SH:27][CH2:28][CH2:29][C:30]([N:32]1[C:41]2[C:36](=[CH:37][CH:38]=[CH:39][CH:40]=2)[CH2:35][CH2:34][CH:33]1[C:42]([OH:44])=[O:43])=[O:31] |f:1.2|. Reported procedure: A mixture of (±)-1-(3-benzoylthio-1-oxopropyl)-1,2,3,4-tetrahydro-2-quinolinecarboxylic acid dicyclohexylamine salt (15 g) and concentrated ammonium hydroxide (280 ml) was heated on the steam bath for 45 minutes with rapid mechanical stirring. After this time, the cooled mixture was filtered through Celite and the filtrate evaporated under reduced pressure to a volume of 25 ml. Water (4 ml) was added and the benzamide was removed by filtration. The filtrate was treated with ether (100 ml) and ac... The reactants are BrC1=NC=CC=C1 (2-Bromopyridine), NCCCCN (1,4-diaminobutane). The solvent is N1=CC=CC=C1 (pyridine). Yields the product NCCCCNC1=NC=CC=C1 (2-(4-amino-butylamino) pyridine). Isolated yield 67.0%. RXN SMILES: Br[C:2]1[CH:7]=[CH:6][CH:5]=[CH:4][N:3]=1.[NH2:8][CH2:9][CH2:10][CH2:11][CH2:12][NH2:13]>N1C=CC=CC=1>[NH2:8][CH2:9][CH2:10][CH2:11][CH2:12][NH:13][C:2]1[CH:7]=[CH:6][CH:5]=[CH:4][N:3]=1. Procedure: 2-Bromopyridine (10 g), 1,4-diaminobutane (35 ml) and pyridine (7 ml) were heated together under reflux for 4 hr. The mixture was stripped to remove the excess of diaminobutane and the residue taken up in water. The solution was extracted with chloroform at pH 7 and 13. After drying (K2CO3) the latter extract was stripped and the residue distilled at reduced pressure to give 2-(4-amino-butylamino) pyridine 7.0 g (67%) bp 136°-38° C., 2 mm Hg. (ii) A mixture of sodium hydride (0.78 g) and 2-(4-am...